This data is from the Open Reaction Database (ORD), a public repository of structured organic reaction records. The task is: describe an organic reaction: reactants, conditions, products, and yield Starting materials: CI, CCO, [Na+], [OH-], O, COc1ccc(-c2nnc(S)nc2-c2ccc(OC)cc2)cc1. Yields the product COc1ccc(-c2nnc(SC)nc2-c2ccc(OC)cc2)cc1. As a reaction SMILES: [CH3:29][I:30].[CH3:3][CH2:4][OH:5].[Na+:2].[OH-:1].[OH2:31].[SH:6][c:7]1[n:8][n:9][c:10](-[c:21]2[cH:22][cH:23][c:24]([O:27][CH3:28])[cH:25][cH:26]2)[c:11](-[c:13]2[cH:14][cH:15][c:16]([O:19][CH3:20])[cH:17][cH:18]2)[n:12]1>>[CH3:3][S:6][c:7]1[n:8][n:9][c:10](-[c:21]2[cH:22][cH:23][c:24]([O:27][CH3:28])[cH:25][cH:26]2)[c:11](-[c:13]2[cH:14][cH:15][c:16]([O:19][CH3:20])[cH:17][cH:18]2)[n:12]1. Isolated yield 186.3%. Reactants: C(C)OC([C@H](CC1=CC=C(C=C1)O)OCC)=O ((S)-2-Ethoxy-3-(4-hydroxy-phenyl)-propionic acid ethyl ester), benzylic alcohol, [H-].[Na+] (sodium hydride). Reported procedure: (S)-2-Ethoxy-3-(4-hydroxy-phenyl)-propionic acid ethyl ester (8.1 g, 34 mmol) was dissolved in benzylic alcohol (14.7 g, 135 mmol) and freshly washed sodium hydride (1.63 g, 41 mmol) was cautiously added under nitrogen atmosphere. The resulting mixture was warmed up to 50° C. under vacuum and after 6 h toluene was added and the mixture was extracted with aq. KHSO4 (2N). The combined organic layers were dried and evaporated under high vacuum at 70° C. to afford title compound as an oil (9.51 g, 9... As a reaction SMILES: [CH2:1]([O:3][C:4](=[O:17])[C@@H:5]([O:14][CH2:15][CH3:16])[CH2:6][C:7]1[CH:12]=[CH:11][C:10]([OH:13])=[CH:9][CH:8]=1)[CH3:2].[H-].[Na+]>C1(C)C=CC=CC=1>[CH2:1]([O:3][C:4](=[O:17])[C@@H:5]([O:14][CH2:15][CH3:16])[CH2:6][C:7]1[CH:8]=[CH:9][C:10]([OH:13])=[CH:11][CH:12]=1)[C:2]1[CH:8]=[CH:7][CH:6]=[CH:5][CH:4]=1 |f:1.2|. The solvent is C1(=CC=CC=C1)C (toluene). The product is C(C1=CC=CC=C1)OC([C@H](CC1=CC=C(C=C1)O)OCC)=O ((S)-2-Ethoxy-3-(4-hydroxy-phenyl)-propionic acid benzyl ester). The reactants are [OH-].[Na+] (sodium hydroxide), Cl (hydrochloric acid), C(C)(=O)SCC(C(=O)NC=1C=C(C(=O)O)C=CC1)CC1=CC=C(C=C1)N(C)C (3-[[2-Acetylthiomethyl-3-(4-dimethylaminophenyl)-propionyl]amino]benzoic acid), compound. Run in CO (methanol), CO (methanol). Run at time 1 hour. Product: SCC(C(=O)NC=1C=C(C(=O)O)C=CC1)CC1=CC=C(C=C1)N(C)C (3-[[2-mercaptomethyl-3-(4-dimethylaminophenyl)propionyl]amino]benzoic acid). Isolated yield 30.1%. Reaction SMILES: C([S:4][CH2:5][CH:6]([CH2:19][C:20]1[CH:25]=[CH:24][C:23]([N:26]([CH3:28])[CH3:27])=[CH:22][CH:21]=1)[C:7]([NH:9][C:10]1[CH:11]=[C:12]([CH:16]=[CH:17][CH:18]=1)[C:13]([OH:15])=[O:14])=[O:8])(=O)C.[OH-].[Na+].Cl>CO>[SH:4][CH2:5][CH:6]([CH2:19][C:20]1[CH:21]=[CH:22][C:23]([N:26]([CH3:28])[CH3:27])=[CH:24][CH:25]=1)[C:7]([NH:9][C:10]1[CH:11]=[C:12]([CH:16]=[CH:17][CH:18]=1)[C:13]([OH:15])=[O:14])=[O:8] |f:1.2|. Procedure: 3-[[2-Acetylthiomethyl-3-(4-dimethylaminophenyl)-propionyl]amino]benzoic acid (compound of Example 45) (2.6 g) is dissolved in 50% aqueous methanol (30 ml), and the mixture is adjusted to pH 12.0 with 10% aqueous sodium hydroxide solution under nitrogen. After reacting at room temperature for one hour, the reaction mixture is adjusted to pH 4.5 with 10% hydrochloric acid, and methanol is distilled off. The resulting aqueous solution is purified by a medium pressure column chromatography with CHP...